describe an organic reaction: reactants, conditions, products, and yield From a dataset of the Open Reaction Database (ORD), a public repository of structured organic reaction records. Reactants: NC1=C(C=CC=C1)NC(C1=CC=C(C=C1)CNC1=NC=CC(=N1)C1=CC=C(C=C1)OCCN(C)C)=O (N-(2-Amino-phenyl)-4-({4-[4-(2-dimethylamino-ethoxy)-phenyl]-pyrimidin-2-ylamino}-methyl)-benzamide), amide, C(C)(C)(C)OC(NC1=C(C=CC=C1)NC(C1=CC=C(C=C1)C=C1C(NC(S1)=O)=O)=O)=O ({-[4-(2,4-Dioxo-thiazolidin-5-ylidenemethyl)-benzoylamino]-phenyl}-carbamic acid tert-butyl ester). The product is NC1=C(C=CC=C1)NC(C1=CC=C(C=C1)C=C1C(NC(S1)=O)=O)=O (N-(2-Amino-phenyl)-4-(2,4-dioxo-thiazolidin-5-ylidenemethyl)-benzamide). The yield is 37.0%. Reaction SMILES: NC1C=CC=CC=1NC(=O)C1C=CC(CNC2N=C(C3C=CC(OCCN(C)C)=CC=3)C=CN=2)=CC=1.C(OC(=O)[NH:43][C:44]1[CH:49]=[CH:48][CH:47]=[CH:46][C:45]=1[NH:50][C:51](=[O:66])[C:52]1[CH:57]=[CH:56][C:55]([CH:58]=[C:59]2[S:63][C:62](=[O:64])[NH:61][C:60]2=[O:65])=[CH:54][CH:53]=1)(C)(C)C>>[NH2:43][C:44]1[CH:49]=[CH:48][CH:47]=[CH:46][C:45]=1[NH:50][C:51](=[O:66])[C:52]1[CH:53]=[CH:54][C:55]([CH:58]=[C:59]2[S:63][C:62](=[O:64])[NH:61][C:60]2=[O:65])=[CH:56][CH:57]=1. Reported procedure: Following the procedure described for the synthesis of compound 117 (scheme 28) but substituting the amide 116 by the amide 348, title compound was obtained in 37% yield. 1H NMR: (400 MHz, DMSO-d6, δ (ppm): 9.72 (s, 1H), 8.06 (d, j=8.2 Hz, 2H), 7.79 (s, 1H), 7.69 (d, J=8.4, 2H), 7.14 (d (dd) J=7.8, 1H), 6.95 (d (dd), J=1.6 Hz, J=9.0, 1H), 6.75 (dd, J=1.2 Hz, J=8.0 Hz, 1H), 6.56 (t (dd), J=7.2 Hz 1H). LRMS: 339.4 (calcd.), 340.4 [MH]+ (found). The reactants are Fc1ncccc1Br, COCCOC, CC(=O)N1CC=C(B2OC(C)(C)C(C)(C)O2)CC1, [Na+], [Na+], O=C([O-])[O-], O. Yields the product CC(=O)N1CC=C(c2cccnc2F)CC1. Reaction SMILES: [Br:1][c:2]1[c:3]([F:8])[n:4][cH:5][cH:6][cH:7]1.[CH3:33][O:34][CH2:35][CH2:36][O:37][CH3:38].[CH3:9][C:10]1([CH3:11])[C:12]([CH3:13])([CH3:14])[O:15][B:16]([C:17]2=[CH:18][CH2:19][N:20]([C:23]([CH3:24])=[O:25])[CH2:21][CH2:22]2)[O:26]1.[Na+:27].[Na+:28].[O-:29][C:30](=[O:31])[O-:32].[OH2:39]>>[c:2]1([C:17]2=[CH:18][CH2:19][N:20]([C:23]([CH3:24])=[O:25])[CH2:21][CH2:22]2)[c:3]([F:8])[n:4][cH:5][cH:6][cH:7]1. Reactants: [C-]#N, CS(C)=O, COc1ccc(N(C)c2nc(CCl)nc3ccccc23)cc1, [Na+]. Product: COc1ccc(N(C)c2nc(CC#N)nc3ccccc23)cc1. As a reaction SMILES: [C-:23]#[N:24].[CH3:26][S:27]([CH3:28])=[O:29].[Cl:1][CH2:2][c:3]1[n:4][c:5]2[cH:6][cH:7][cH:8][cH:9][c:10]2[c:11]([N:13]([CH3:14])[c:15]2[cH:16][cH:17][c:18]([O:21][CH3:22])[cH:19][cH:20]2)[n:12]1.[Na+:25]>>[CH2:2]([c:3]1[n:4][c:5]2[cH:6][cH:7][cH:8][cH:9][c:10]2[c:11]([N:13]([CH3:14])[c:15]2[cH:16][cH:17][c:18]([O:21][CH3:22])[cH:19][cH:20]2)[n:12]1)[C:23]#[N:24]. The reactants are CC1=C(C(=CC=2N=CNC21)C)[N+](=O)[O-] (4,6-dimethyl-5-nitrobenzimidazole), [H][H] (hydrogen). The reagents and catalysts are [Pd] (palladium-on-carbon). Solvent: CO (methanol). Yields the product NC1=C(C2=C(N=CN2)C=C1C)C (5-amino-4,6-dimethylbenzimidazole). Reaction SMILES: [CH3:1][C:2]1[C:10]2[NH:9][CH:8]=[N:7][C:6]=2[CH:5]=[C:4]([CH3:11])[C:3]=1[N+:12]([O-])=O.[H][H]>CO.[Pd]>[NH2:12][C:3]1[C:4]([CH3:11])=[CH:5][C:6]2[N:7]=[CH:8][NH:9][C:10]=2[C:2]=1[CH3:1]. Procedure details: A heterogeneous mixture of 4,6-dimethyl-5-nitrobenzimidazole (410 mg, 2.14 mmol) and 10% palladium-on-carbon (50 mg) in methanol (25 mL) is treated with an atmosphere of hydrogen (1 atm, balloon) for 16 hours. The resulting mixture is filtered through Celite and rotary evaporated. The residue is purified by chromatography on silica gel (95:5 methylene chloride:methanol) to afford 5-amino-4,6-dimethylbenzimidazole as a white solid. Reactants: S1C(=CC=C1)S(=O)(=O)NC=1C=CC=C2C=C(NC12)C(=O)N (7-[(2-thienylsulfonyl)amino]-1H-indole-2-carboxamide), COC=1C=CC(=CC1)P2(=S)SP(=S)(S2)C=3C=CC(=CC3)OC (Lawesson's reagent). Solvent: O1CCCC1 (tetrahydrofuran). Run at temperature 40 celsius, time 8 hour. Product: S1C(=CC=C1)S(=O)(=O)NC=1C=CC=C2C=C(NC12)C(N)=S (7-[(2-Thienylsulfonyl)amino]-1H-indole-2-carbothioamide). Isolated yield 88.0%. As a reaction SMILES: [S:1]1[CH:5]=[CH:4][CH:3]=[C:2]1[S:6]([NH:9][C:10]1[CH:11]=[CH:12][CH:13]=[C:14]2[C:18]=1[NH:17][C:16]([C:19]([NH2:21])=O)=[CH:15]2)(=[O:8])=[O:7].COC1C=CC(P2(SP(C3C=CC(OC)=CC=3)(=S)S2)=[S:31])=CC=1>O1CCCC1>[S:1]1[CH:5]=[CH:4][CH:3]=[C:2]1[S:6]([NH:9][C:10]1[CH:11]=[CH:12][CH:13]=[C:14]2[C:18]=1[NH:17][C:16]([C:19](=[S:31])[NH2:21])=[CH:15]2)(=[O:8])=[O:7]. Procedure details: A mixture of 7-[(2-thienylsulfonyl)amino]-1H-indole-2-carboxamide (0.66 g), Lawesson's reagent (0.88 g) and tetrahydrofuran (20 mL) was stirred at 40° C. overnight. The reaction mixture was concentrated, the obtained residue was subjected to silica gel column chromatography, and the title compound (0.61 g, yield 86%) was obtained as yellow crystals from a fraction eluted with tetrahydrofuran-hexane (3:2, volume ratio). melting point 249-250° C. (decomposition).